From a dataset of the Open Reaction Database (ORD), a public repository of structured organic reaction records. describe an organic reaction: reactants, conditions, products, and yield The reactants are N[C@@H](C)C(=O)[C@H]1[C@@](O[C@@H]([C@H]([C@@H]1O)O)CO)(N(C(CCCCCCC\C=C/CCCCCCCC)=O)CCCCCCCCCCCCCC)N (N-(2-L-alanyl-amino-2-deoxy-β-D-glucopyranosyl)-N-tetradecyl-oleamide), C(C)(C)(C)OC(=O)N[C@@H](C)C(=O)O (N-tert-butyloxycarbonyl-L-alanine). Run in O1CCCC1 (tetrahydrofuran). Product: C(C)(C)(C)OC(=O)N[C@@H](C)C(=O)N[C@@H](C)C(=O)[C@H]1[C@@](O[C@@H]([C@H]([C@@H]1O)O)CO)(N(C(CCCCCCC\C=C/CCCCCCCC)=O)CCCCCCCCCCCCCC)N (N-[2-(N-tert-Butyloxycarbonyl-L-alanyl-L-alanyl)-amino-2-deoxy-β-D-glucopyranosyl]-N-tetradecyl-oleamide). Yield: 59.0%. Reaction SMILES: [NH2:1][C@H:2]([C:4]([C@@H:6]1[C@@H:11]([OH:12])[C@H:10]([OH:13])[C@@H:9]([CH2:14][OH:15])[O:8][C@@:7]1([NH2:50])[N:16]([CH2:36][CH2:37][CH2:38][CH2:39][CH2:40][CH2:41][CH2:42][CH2:43][CH2:44][CH2:45][CH2:46][CH2:47][CH2:48][CH3:49])[C:17](=[O:35])[CH2:18][CH2:19][CH2:20][CH2:21][CH2:22][CH2:23][CH2:24]/[CH:25]=[CH:26]\[CH2:27][CH2:28][CH2:29][CH2:30][CH2:31][CH2:32][CH2:33][CH3:34])=[O:5])[CH3:3].[C:51]([O:55][C:56]([NH:58][C@H:59]([C:61](O)=[O:62])[CH3:60])=[O:57])([CH3:54])([CH3:53])[CH3:52]>O1CCCC1>[C:51]([O:55][C:56]([NH:58][C@H:59]([C:61]([NH:1][C@H:2]([C:4]([C@@H:6]1[C@@H:11]([OH:12])[C@H:10]([OH:13])[C@@H:9]([CH2:14][OH:15])[O:8][C@@:7]1([NH2:50])[N:16]([CH2:36][CH2:37][CH2:38][CH2:39][CH2:40][CH2:41][CH2:42][CH2:43][CH2:44][CH2:45][CH2:46][CH2:47][CH2:48][CH3:49])[C:17](=[O:35])[CH2:18][CH2:19][CH2:20][CH2:21][CH2:22][CH2:23][CH2:24]/[CH:25]=[CH:26]\[CH2:27][CH2:28][CH2:29][CH2:30][CH2:31][CH2:32][CH2:33][CH3:34])=[O:5])[CH3:3])=[O:62])[CH3:60])=[O:57])([CH3:53])([CH3:54])[CH3:52]. Procedure: from N-(2-L-alanyl-amino-2-deoxy-β-D-glucopyranosyl)-N-tetradecyl-oleamide and N-tert-butyloxycarbonyl-L-alanine. Yield 59%. [α]D =+0.2° (c=0.86, tetrahydrofuran). Starting materials: C1(=CC=CC=C1)S(=O)(=O)NC(C1=CC=C(C=C1)C#C[Si](C)(C)C)=O (N-benzenesulfonyl-4-(2-trimethylsilylethinyl)-benzoic acid amide), solution, [F-].C(CCC)[N+](CCCC)(CCCC)CCCC (tetrabutylammonium fluoride). The solvent is O1CCCC1 (tetrahydrofuran), O1CCCC1 (tetrahydrofuran). Yields the product C1(=CC=CC=C1)S(=O)(=O)NC(C1=CC=C(C=C1)C#C)=O (N-benzenesulfonyl-4-ethinylbenzoic acid amide). The yield is 121.3%. RXN SMILES: [C:1]1([S:7]([NH:10][C:11](=[O:24])[C:12]2[CH:17]=[CH:16][C:15]([C:18]#[C:19][Si](C)(C)C)=[CH:14][CH:13]=2)(=[O:9])=[O:8])[CH:6]=[CH:5][CH:4]=[CH:3][CH:2]=1.[F-].C([N+](CCCC)(CCCC)CCCC)CCC>O1CCCC1>[C:1]1([S:7]([NH:10][C:11](=[O:24])[C:12]2[CH:13]=[CH:14][C:15]([C:18]#[CH:19])=[CH:16][CH:17]=2)(=[O:8])=[O:9])[CH:2]=[CH:3][CH:4]=[CH:5][CH:6]=1 |f:1.2|. Procedure: Under the conditions of example 21 C, a solution of 3.1 g of N-benzenesulfonyl-4-(2-trimethylsilylethinyl)-benzoic acid amide in 200 ml of tetrahydrofuran is reacted with 9.5 ml of a 1-molar solution of tetrabutylammonium fluoride in tetrahydrofuran and worked up. 3 g of N-benzenesulfonyl-4-ethinylbenzoic acid amide is obtained as crude product. Starting materials: [Br-] (bromide), C(=C)(C)[Mg]Br (isopropenylmagnesium bromide), O1CCCC1 (tetrahydrofuran), C(C=C)C=1C=2C=CC(=C(C2C[NH+]2C1C1=CC3=C(C=C1CC2)OCO3)OC)OC (13-allyl-9,10-dimethoxy-5,6-dihydro-[1,3]dioxolo[4,5-g]isoquino[3,2-a]isoquinolin-7-ylium). Run in C(C)OCC (diethyl ether). Conditions: temperature 0 celsius, time 30 minute. Product: C(C=C)C=1C=2C=CC(=C(C2C(N2C1C1=CC3=C(C=C1CC2)OCO3)C(=C)C)OC)OC (13-allyl-8-isopropenyl-9,10-dimethoxy-5,8-dihydro-6H-[1,3]dioxolo[4,5-g]isoquino[3,2-a]isoquinoline). Isolated yield 27.0%. RXN SMILES: [CH2:1]([C:4]1[C:5]2[CH:6]=[CH:7][C:8]([O:27][CH3:28])=[C:9]([O:25][CH3:26])[C:10]=2[CH2:11][NH+:12]2[CH2:21][CH2:20][C:19]3[C:14](=[CH:15][C:16]4[O:24][CH2:23][O:22][C:17]=4[CH:18]=3)[C:13]=12)[CH:2]=[CH2:3].[Br-].[C:30]([Mg]Br)([CH3:32])=[CH2:31].O1CCCC1>C(OCC)C>[CH2:1]([C:4]1[C:5]2[CH:6]=[CH:7][C:8]([O:27][CH3:28])=[C:9]([O:25][CH3:26])[C:10]=2[CH:11]([C:30]([CH3:32])=[CH2:31])[N:12]2[CH2:21][CH2:20][C:19]3[C:14](=[CH:15][C:16]4[O:24][CH2:23][O:22][C:17]=4[CH:18]=3)[C:13]=12)[CH:2]=[CH2:3]. Reported procedure: To a suspension of 13-allyl-9,10-dimethoxy-5,6-dihydro-[1,3]dioxolo[4,5-g]isoquino[3,2-a]isoquinolin-7-ylium; bromide (300 mg, 0.66 mmol) in anhydrous diethyl ether (20 mL) at 0° C. was added a solution of isopropenylmagnesium bromide in tetrahydrofuran (0.5 M, 20 mL, 10 mmol) dropwise. After stirring at 0° C. for 30 min, the reaction was quenched by adding saturated aqueous ammonium chloride solution (50 mL). The mixture was extracted with diethyl ether (2×100 mL), washed with brine, dried over... The product is OCC1C=C(CC1CO)CN1C(NC(C(=C1SC1=CC(=CC(=C1)C)C)CC)=O)=O (1-{[3,4-Di(hydroxymethyl)cyclopent-1-en-1-yl]methyl}-5-ethyl-6-(3,5-di-methylphenylthio)-2,4-pyrimidinedione). Procedure: 5-Ethyl-6-(3,5-dimethylphenylthio)-2,4-pyrimidinedione and [3,4-di(t-butyldimethylsilyloxymethyl)cyclopent-1-en-1-yl]methyl bromide were reacted by the same method with example 28 to obtain the titled compound (53 mg). Yield: 19.3%. Reactants: C(C)C=1C(NC(NC1SC1=CC(=CC(=C1)C)C)=O)=O (5-Ethyl-6-(3,5-dimethylphenylthio)-2,4-pyrimidinedione), [Si](C)(C)(C(C)(C)C)OCC1C=C(CC1CO[Si](C)(C)C(C)(C)C)CBr ([3,4-di(t-butyldimethylsilyloxymethyl)cyclopent-1-en-1-yl]methyl bromide). Reaction SMILES: [CH2:1]([C:3]1[C:4](=[O:19])[NH:5][C:6](=[O:18])[NH:7][C:8]=1[S:9][C:10]1[CH:15]=[C:14]([CH3:16])[CH:13]=[C:12]([CH3:17])[CH:11]=1)[CH3:2].[Si]([O:27][CH2:28][CH:29]1[CH:33]([CH2:34][O:35][Si](C(C)(C)C)(C)C)[CH2:32][C:31]([CH2:43]Br)=[CH:30]1)(C(C)(C)C)(C)C>>[OH:27][CH2:28][CH:29]1[CH:33]([CH2:34][OH:35])[CH2:32][C:31]([CH2:43][N:7]2[C:8]([S:9][C:10]3[CH:11]=[C:12]([CH3:17])[CH:13]=[C:14]([CH3:16])[CH:15]=3)=[C:3]([CH2:1][CH3:2])[C:4](=[O:19])[NH:5][C:6]2=[O:18])=[CH:30]1.